This data is from the Open Reaction Database (ORD), a public repository of structured organic reaction records. The task is: describe an organic reaction: reactants, conditions, products, and yield Reaction SMILES: [CH3:15][CH2:16][O:17][C:18](=[O:19])[CH3:20].[N+:1]([O-:2])(=[O:3])[c:4]1[cH:5][cH:6][c:7](-[c:10]2[n:11][cH:12][n:13][nH:14]2)[cH:8][cH:9]1>>[NH2:1][c:4]1[cH:5][cH:6][c:7](-[c:10]2[n:11][cH:12][n:13][nH:14]2)[cH:8][cH:9]1. Reactants: CCOC(C)=O, O=[N+]([O-])c1ccc(-c2ncn[nH]2)cc1. Product: Nc1ccc(-c2ncn[nH]2)cc1. Reactants: CS(=O)(=O)Cl, ClC(Cl)Cl, ClCCl, CCOC(=O)CCCCc1c(CN)nn2c(CC)ccc2c1-c1cncc(C)c1, c1ccncc1. Product: CCOC(=O)CCCCc1c(CNS(C)(=O)=O)nn2c(CC)ccc2c1-c1cncc(C)c1. As a reaction SMILES: [CH3:36][S:37]([Cl:38])(=[O:39])=[O:40].[CH:44]([Cl:45])([Cl:46])[Cl:47].[Cl:41][CH2:42][Cl:43].[NH2:1][CH2:2][c:3]1[c:4]([CH2:21][CH2:22][CH2:23][CH2:24][C:25](=[O:26])[O:27][CH2:28][CH3:29])[c:5](-[c:14]2[cH:15][n:16][cH:17][c:18]([CH3:20])[cH:19]2)[c:6]2[n:7]([n:8]1)[c:9]([CH2:12][CH3:13])[cH:10][cH:11]2.[cH:30]1[cH:31][cH:32][n:33][cH:34][cH:35]1>>[NH:1]([CH2:2][c:3]1[c:4]([CH2:21][CH2:22][CH2:23][CH2:24][C:25](=[O:26])[O:27][CH2:28][CH3:29])[c:5](-[c:14]2[cH:15][n:16][cH:17][c:18]([CH3:20])[cH:19]2)[c:6]2[n:7]([n:8]1)[c:9]([CH2:12][CH3:13])[cH:10][cH:11]2)[S:37]([CH3:36])(=[O:39])=[O:40]. The reactants are NC1=NC(=CC(=C1)Br)N (2,6-diamino-4-bromo-pyridine), ClC=1C=C(C=CC1Cl)B(O)O (3,4-dichloro-phenyl-boronic acid), C(=O)([O-])[O-].[Na+].[Na+] (Na2CO3), + ( 100 ). The reagents and catalysts are [CH-]1C=CC(=C1)P(C2=CC=CC=C2)C3=CC=CC=C3.[CH-]1C=CC(=C1)P(C2=CC=CC=C2)C3=CC=CC=C3.Cl[Pd]Cl.[Fe+2] (Dichloro(1,1′-bis(diphenylphosphino) ferrocene)palladium (II) dichloromethane adduct). The solvent is C(OC)COC (dimethoxyethane). Conditions: temperature 80 celsius. Yields the product ClC=1C=C(C=CC1Cl)C1=CC(=NC(=C1)N)N (4-(3,4-Dichloro-phenyl)-pyridine-2,6-diamine). As a reaction SMILES: [NH2:1][C:2]1[CH:7]=[C:6](Br)[CH:5]=[C:4]([NH2:9])[N:3]=1.[Cl:10][C:11]1[CH:12]=[C:13](B(O)O)[CH:14]=[CH:15][C:16]=1[Cl:17].C([O-])([O-])=O.[Na+].[Na+]>C(COC)OC.[CH-]1C=C(P(C2C=CC=CC=2)C2C=CC=CC=2)C=C1.[CH-]1C=C(P(C2C=CC=CC=2)C2C=CC=CC=2)C=C1.Cl[Pd]Cl.[Fe+2]>[Cl:10][C:11]1[CH:12]=[C:13]([C:6]2[CH:7]=[C:2]([NH2:1])[N:3]=[C:4]([NH2:9])[CH:5]=2)[CH:14]=[CH:15][C:16]=1[Cl:17] |f:2.3.4,6.7.8.9|. Procedure details: A mixture of 40.5 mg (0.21 mmol) 2,6-diamino-4-bromo-pyridine, 90.5 mg (0.47 mmol) 3,4-dichloro-phenyl-boronic acid, 7.8 mg (0.01 mmol) Dichloro(1,1′-bis(diphenylphosphino) ferrocene)palladium (II) dichloromethane adduct and 0.3 ml 2M Na2CO3 in 1 ml dimethoxyethane was heated to 80° C. for 17 h. The mixture was filtered over silica washed with MeOH/DCM and concentrated. The residue was taken up in 1 ml DMF and the totle compound was purified by reversed phase column chromatography eluting wit an... Reactants: O (Water), [H-].[Na+] (Sodium hydride), ClC1=C(C=CC(=C1)OC)CC(=O)C1=CC2=C(N(C(N2C)=O)C)C=C1 (5-[2-(2-chloro-4-methoxy-phenyl)-acetyl]-1,3-dimethyl-1,3-dihydro-benzoimidazol-2-one), CI (methyl iodide). Run in CN(C)C=O (DMF). Conditions: time 30 minute. Yields the product ClC1=C(C=CC(=C1)OC)C(C(=O)C1=CC2=C(N(C(N2C)=O)C)C=C1)C (5-[2-(2-Chloro-4-methoxy-phenyl)-propionyl]-1,3-dimethyl-1,3-dihydro-benzoimidazol-2-one). Reaction SMILES: [H-].[Na+].[Cl:3][C:4]1[CH:9]=[C:8]([O:10][CH3:11])[CH:7]=[CH:6][C:5]=1[CH2:12][C:13]([C:15]1[CH:26]=[CH:25][C:18]2[N:19]([CH3:24])[C:20](=[O:23])[N:21]([CH3:22])[C:17]=2[CH:16]=1)=[O:14].[CH3:27]I.O>CN(C=O)C>[Cl:3][C:4]1[CH:9]=[C:8]([O:10][CH3:11])[CH:7]=[CH:6][C:5]=1[CH:12]([CH3:27])[C:13]([C:15]1[CH:26]=[CH:25][C:18]2[N:19]([CH3:24])[C:20](=[O:23])[N:21]([CH3:22])[C:17]=2[CH:16]=1)=[O:14] |f:0.1|. Procedure: Sodium hydride (55% in mineral oil, 139 mg) was added to a solution of 5-[2-(2-chloro-4-methoxy-phenyl)-acetyl]-1,3-dimethyl-1,3-dihydro-benzoimidazol-2-one (1 g) in DMF (16 ml) at 0° C. The mixture was stirred for 30 min, then methyl iodide (0.2 ml) was added at 0° C. Water was added to the mixture and extracted with DCM. The combined organic layers were dried over Na2SO4 and concentrated to an oil. The residue was purified by flash chromatography (SiO2, 0 to 60% EtOAc/DCM) to give the title co... Reactants: C(C)(C)(C)OC(=O)NCC=1C=NC(=CC1)CCl (3-(tert-butoxycarbonylamino-methyl)-6-chloromethyl-pyridine), N1CCCCC1 (piperidine), C(=O)(O)[O-].[Na+] (NaHCO3). Run in C(C)#N (acetonitrile), O (water), C(Cl)Cl (DCM). Conditions: time 8 hour. Yields the product C(C)(C)(C)OC(=O)NCC=1C=NC(=CC1)CN1CCCCC1 (3-(tert-Butoxycarbonylamino-methyl)-6-(piperidin-1-ylmethyl)-pyridine). Isolated yield 91.8%. Reaction SMILES: [C:1]([O:5][C:6]([NH:8][CH2:9][C:10]1[CH:11]=[N:12][C:13]([CH2:16]Cl)=[CH:14][CH:15]=1)=[O:7])([CH3:4])([CH3:3])[CH3:2].[NH:18]1[CH2:23][CH2:22][CH2:21][CH2:20][CH2:19]1.C([O-])(O)=O.[Na+]>C(#N)C.O.C(Cl)Cl>[C:1]([O:5][C:6]([NH:8][CH2:9][C:10]1[CH:11]=[N:12][C:13]([CH2:16][N:18]2[CH2:23][CH2:22][CH2:21][CH2:20][CH2:19]2)=[CH:14][CH:15]=1)=[O:7])([CH3:4])([CH3:3])[CH3:2] |f:2.3|. Procedure details: Add 3-(tert-butoxycarbonylamino-methyl)-6-chloromethyl-pyridine (500 mg, 1.95 mmol) to a solution of piperidine (0.58 mL, 5.84 mmol) and saturated aqueous NaHCO3 (2.5 mL) in acetonitrile (15 mL). Stir the mixture at room temperature overnight. Dilute the mixture with water (20 mL) and DCM (25 mL), separate the layers and extract the aqueous layer with DCM (3×20 mL). Dry the combined organic extracts over Na2SO4, filter and concentrate in vacuo. Purify by chromatography on silica gel (80 g pre-pa... Reactants: COC(=O)C(C(=O)OC)c1ccc(Cl)cc1[N+](=O)[O-], CN1CCCC1=O, O. Product: COC(=O)Cc1ccc(Cl)cc1[N+](=O)[O-]. As a reaction SMILES: [CH3:1][O:2][C:3]([CH:4]([C:5]([O:6][CH3:7])=[O:8])[c:9]1[c:10]([N+:16](=[O:17])[O-:18])[cH:11][c:12]([Cl:15])[cH:13][cH:14]1)=[O:19].[CH3:21][N:22]1[CH2:23][CH2:24][CH2:25][C:26]1=[O:27].[OH2:20]>>[CH3:1][O:2][C:3]([CH2:4][c:9]1[c:10]([N+:16](=[O:17])[O-:18])[cH:11][c:12]([Cl:15])[cH:13][cH:14]1)=[O:19]. Reactants: N[C@H](CC(=O)[O-])C(=O)[O-] (D-aspartate), C1(CC1)N1C=C(C(C2=CC(=C(N=C12)N1CC2(CNC2)C(C1)=NOC)F)=O)C(=O)O (1-cyclopropyl-6-fluoro-7-(8-methoxyimino-2,6-diaza-spiro[3.4]oct-6-yl)-4-oxo-1,4-dihydro-[1,8]naphthyridine-3-carboxylic acid). Run in O (water). Yields the product N[C@H](CC(=O)O)C(=O)O (D-aspartic Acid). Reaction SMILES: [NH2:1][C@@H:2]([C:7]([O-:9])=[O:8])[CH2:3][C:4]([O-:6])=[O:5].C1(N2C3C(=CC(F)=C(N4CC(=NOC)C5(CNC5)C4)N=3)C(=O)C(C(O)=O)=C2)CC1>O>[NH2:1][C@@H:2]([C:7]([OH:9])=[O:8])[CH2:3][C:4]([OH:6])=[O:5]. Reported procedure: 30 mg of D-aspartate of 1-cyclopropyl-6-fluoro-7-(8-methoxyimino-2,6-diaza-spiro[3.4]oct-6-yl)-4-oxo-1,4-dihydro-[1,8]naphthyridine-3-carboxylic acid as prepared in Example 1 is dissolved in 100 ml of distilled water, and then subjected to stability test at room temperature. The results are shown in Table 2. Reactants: CNc1c(C)nn(C)c1C(=O)N(C)c1cccnc1Cl, Clc1ccc(Cl)c(Cl)c1. Yields the product Cc1nn(C)c2c1N(C)c1ncccc1N(C)C2=O. As a reaction SMILES: [Cl:1][c:2]1[n:3][cH:4][cH:5][cH:6][c:7]1[N:8]([C:9](=[O:10])[c:11]1[c:12]([NH:18][CH3:19])[c:13]([CH3:17])[n:14][n:15]1[CH3:16])[CH3:20].[Cl:21][c:22]1[cH:23][c:24]([Cl:25])[c:26]([Cl:27])[cH:28][cH:29]1>>[c:2]12[n:3][cH:4][cH:5][cH:6][c:7]1[N:8]([CH3:20])[C:9](=[O:10])[c:11]1[c:12]([c:13]([CH3:17])[n:14][n:15]1[CH3:16])[N:18]2[CH3:19]. The reactants are COC(=O)c1ccccc1COc1cccc(CCOc2ccc(OCc3ccccc3)cc2)c1, C1CCOC1, Cl, [Li+], [OH-], O. Product: O=C(O)c1ccccc1COc1cccc(CCOc2ccc(OCc3ccccc3)cc2)c1. As a reaction SMILES: [CH2:1]([c:2]1[cH:3][cH:4][cH:5][cH:6][cH:7]1)[O:8][c:9]1[cH:10][cH:11][c:12]([O:13][CH2:14][CH2:15][c:16]2[cH:17][c:18]([O:19][CH2:20][c:21]3[c:22]([C:23](=[O:24])[O:25][CH3:26])[cH:27][cH:28][cH:29][cH:30]3)[cH:31][cH:32][cH:33]2)[cH:34][cH:35]1.[CH2:39]1[O:40][CH2:41][CH2:42][CH2:43]1.[ClH:38].[Li+:37].[OH-:36].[OH2:44]>>[CH2:1]([c:2]1[cH:3][cH:4][cH:5][cH:6][cH:7]1)[O:8][c:9]1[cH:10][cH:11][c:12]([O:13][CH2:14][CH2:15][c:16]2[cH:17][c:18]([O:19][CH2:20][c:21]3[c:22]([C:23](=[O:24])[OH:25])[cH:27][cH:28][cH:29][cH:30]3)[cH:31][cH:32][cH:33]2)[cH:34][cH:35]1.